From a dataset of the Open Reaction Database (ORD), a public repository of structured organic reaction records. describe an organic reaction: reactants, conditions, products, and yield The reactants are COC(C)OCCl, CN(C)C=O, [H-], [Na+], C1CCOC1, O, COC(=O)c1ccc2cc(O)ccc2c1. Product: COCCOCOc1ccc2cc(C(=O)OC)ccc2c1. Reaction SMILES: [CH3:23][O:24][CH:25]([O:26][CH2:27][Cl:28])[CH3:29].[CH3:31][N:32]([CH3:33])[CH:34]=[O:35].[H-:1].[Na+:2].[O:18]1[CH2:19][CH2:20][CH2:21][CH2:22]1.[OH2:30].[OH:3][c:4]1[cH:5][c:6]2[cH:7][cH:8][c:9]([C:14](=[O:15])[O:16][CH3:17])[cH:10][c:11]2[cH:12][cH:13]1>>[O:3]([c:4]1[cH:5][c:6]2[cH:7][cH:8][c:9]([C:14](=[O:15])[O:16][CH3:17])[cH:10][c:11]2[cH:12][cH:13]1)[CH2:22][O:18][CH2:19][CH2:20][O:24][CH3:23]. Reactants: N(=NC(C#N)(C)C)C(C#N)(C)C (azobis(isobutyronitrile)), BrN1C(CCC1=O)=O (N-bromosuccinimide), N(=NC(C#N)(C)C)C(C#N)(C)C (azobis(isobutyronitrile)), CC1=CC(=C(C(=O)OC)C=C1)OC (methyl 4-methyl-2-methoxybenzoate), S(=O)([O-])[O-].[Na+].[Na+] (sodium sulfite). Solvent: C(Cl)(Cl)(Cl)Cl (carbon tetrachloride). Reaction conditions: temperature 70 celsius, time 1 hour. Yields the product 11.26, BrCC1=CC(=C(C(=O)OC)C=C1)OC (methyl 4-bromomethyl-2-methoxybenzoate). As a reaction SMILES: [Br:1]N1C(=O)CCC1=O.N(C(C)(C)C#N)=NC(C)(C)C#N.[CH3:21][C:22]1[CH:31]=[CH:30][C:25]([C:26]([O:28][CH3:29])=[O:27])=[C:24]([O:32][CH3:33])[CH:23]=1.S([O-])([O-])=O.[Na+].[Na+]>C(Cl)(Cl)(Cl)Cl>[Br:1][CH2:21][C:22]1[CH:31]=[CH:30][C:25]([C:26]([O:28][CH3:29])=[O:27])=[C:24]([O:32][CH3:33])[CH:23]=1 |f:3.4.5|. Procedure details: 9.07 g (51.0 mmol) of N-bromosuccinimide and 120 mg of azobis(isobutyronitrile) were added to a solution of 7.64 g (42.4 mmol) of methyl 4-methyl-2-methoxybenzoate in 140 ml of carbon tetrachloride under a stream of nitrogen, and the resulting mixture was stirred at 70° C. for 1 hour. A further 200 mg of azobis(isobutyronitrile) were then added, making a total addition of 320 mg (1.95 mmol). The reaction mixture was then stirred for 1 hour, after which an aqueous solution of sodium sulfite was a... Yields the product C(C)C1(C(N(CC1)[C@H](C(=O)O)C)=O)CS ((αS)-3-ethyl-3-(mercaptomethyl)-α-methyl-2-oxo-1-pyrrolidineacetic acid). Reaction SMILES: [CH3:1][C@H:2]([N:6]1CCC[C:7]1=[O:11])[C:3]([OH:5])=[O:4].C(I)C.[CH2:15]([S:22]CBr)[C:16]1[CH:21]=[CH:20]C=[CH:18][CH:17]=1>>[CH2:21]([C:16]1([CH2:15][SH:22])[CH2:17][CH2:18][N:6]([C@@H:2]([CH3:1])[C:3]([OH:5])=[O:4])[C:7]1=[O:11])[CH3:20]. Procedure: Following the procedures of Examples 1C-1E, α(S)-methyl-2-oxo-1-pyrrolidineacetic acid was first alkylated with ethyl iodide and then with benzylmercaptomethyl bromide. Removal of the benzyl group in the usual way and purification by chromatography provided the title compound as a mixture of diastereomers. [α]D25 =-4.04° (c=1, methanol). The reactants are C[C@@H](C(=O)O)N1C(CCC1)=O (α(S)-methyl-2-oxo-1-pyrrolidineacetic acid), C(C)I (ethyl iodide), C(C1=CC=CC=C1)SCBr (benzylmercaptomethyl bromide). Starting materials: BrC1=CN=C2N1N=C(C=C2)Cl (3-bromo-6-chloroimidazo[1,2-b]pyridazine), C(O)CN (ethanolamine). Yields the product BrC1=CN=C2N1N=C(C=C2)NCCO (2-(3-Bromoimidazo[1,2-b]pyridazin-6-ylamino)ethanol). Yield: 63.8%. Reaction SMILES: [Br:1][C:2]1[N:6]2[N:7]=[C:8](Cl)[CH:9]=[CH:10][C:5]2=[N:4][CH:3]=1.[CH2:12]([CH2:14][NH2:15])[OH:13]>>[Br:1][C:2]1[N:6]2[N:7]=[C:8]([NH:15][CH2:14][CH2:12][OH:13])[CH:9]=[CH:10][C:5]2=[N:4][CH:3]=1. Procedure details: 400 mg (1.72 mmol) of 3-bromo-6-chloroimidazo[1,2-b]pyridazine and 2.0 ml (33.4 mmol) of ethanolamine were stirred at 90° C. for 16 h. After cooling, the mixture was concentrated. The resulting residue was purified by chromatography (DCM/EtOH 9:1). 282 mg of the product were obtained. The reactants are [N+](=O)(O)[O-] (nitric acid), OC1=CC2=C(NC(=NS2(=O)=O)CC(=O)OCC)C=C1 (ethyl (7-hydroxy-1,1-dioxido-4H-1,2,4-benzothiadiazin-3-yl)acetate), [N+](=O)(O)[O-].C(C)(=O)O (nitric acid acetic acid). Solvent: C(C)(=O)O (acetic acid), O (water), C(C)(=O)O (acetic acid). Reaction conditions: time 19 hour. The product is OC1=C(C2=C(NC(=NS2(=O)=O)CC(=O)OCC)C=C1)[N+](=O)[O-] (ethyl (7-hydroxy-8-nitro-1,1-dioxido-4H-1,2,4-benzothiadiazin-3-yl)acetate). The yield is 41.0%. As a reaction SMILES: [OH:1][C:2]1[CH:19]=[CH:18][C:5]2[NH:6][C:7]([CH2:12][C:13]([O:15][CH2:16][CH3:17])=[O:14])=[N:8][S:9](=[O:11])(=[O:10])[C:4]=2[CH:3]=1.[N+:20]([O-])([OH:22])=[O:21].[N+]([O-])(O)=O.C(O)(=O)C>C(O)(=O)C.O>[OH:1][C:2]1[CH:19]=[CH:18][C:5]2[NH:6][C:7]([CH2:12][C:13]([O:15][CH2:16][CH3:17])=[O:14])=[N:8][S:9](=[O:11])(=[O:10])[C:4]=2[C:3]=1[N+:20]([O-:22])=[O:21] |f:2.3|. Reported procedure: A suspension of the product of Example 352C (100 mg, 0.352 mmol) in glacial acetic acid (3 mL) was treated at room temperature with a solution of concentrated nitric acid in glacial acetic acid (1.43 M, 0.305 mL, 0.436 mmol) and stirred at this temperature for 19 hours. Added additional 1.43 M nitric acid/acetic acid (0.020 mL, 0.029 mmol) and let stir for 1.5 hours. The reaction was diluted with water (30 mL) and extracted with ethyl acetate (2×50 mL). The combined organic extracts were washed ...